Task: describe an organic reaction: reactants, conditions, products, and yield. Dataset: the Open Reaction Database (ORD), a public repository of structured organic reaction records The reactants are ClC1=CC2=C(N3C(S2)=NC(=C3)C(=O)OCC)C=C1 (ethyl 7-chloroimidazo[2,1-b]-benzthiazole-2-carboxylate), [H-].[H-].[H-].[H-].[Li+].[Al+3] (LiAlH4). Yields the product ClC1=CC2=C(N3C(S2)=NC(=C3)CO)C=C1 (7-chloroimidazo[2,1-b]-benzthiazole-2-methanol). Yield: 71.8%. RXN SMILES: [Cl:1][C:2]1[CH:18]=[CH:17][C:5]2[N:6]3[CH:11]=[C:10]([C:12](OCC)=[O:13])[N:9]=[C:7]3[S:8][C:4]=2[CH:3]=1.[H-].[H-].[H-].[H-].[Li+].[Al+3]>>[Cl:1][C:2]1[CH:18]=[CH:17][C:5]2[N:6]3[CH:11]=[C:10]([CH2:12][OH:13])[N:9]=[C:7]3[S:8][C:4]=2[CH:3]=1 |f:1.2.3.4.5.6|. Reported procedure: 7-chloro imidazo[2,1-b]-benzthiazole-2-methanol was prepared according to the procedure outlined in Example 1, (Step 2). Starting from ethyl 7-chloroimidazo[2,1-b]-benzthiazole-2-carboxylate (9.0 g, 32.1 mmol) and LiAlH4 (4.0 g, excess), 5.5 g (72% yield) of the alcohol derivative was isolated as brown solid. mp 166° C. (M+H) 239. Reactants: CC(O)C(NC(=O)OC(C)(C)C)C(=O)O, CN(C)Cc1ccccc1, CCOC(C)=O, COC(=O)Cl, NOCc1ccccc1. As a reaction SMILES: [C:1]([CH3:2])([CH3:3])([CH3:4])[O:5][C:6](=[O:7])[NH:8][CH:9]([CH:10]([OH:11])[CH3:12])[C:13](=[O:14])[OH:15].[CH3:16][N:17]([CH3:18])[CH2:19][c:20]1[cH:21][cH:22][cH:23][cH:24][cH:25]1.[CH3:40][CH2:41][O:42][C:43](=[O:44])[CH3:45].[Cl:26][C:27]([O:28][CH3:29])=[O:30].[c:31]1([CH2:37][O:38][NH2:39])[cH:32][cH:33][cH:34][cH:35][cH:36]1>>[C:1]([CH3:2])([CH3:3])([CH3:4])[O:5][C:6](=[O:7])[NH:8][CH:9]([CH:10]([OH:11])[CH3:12])[C:13](=[O:15])[NH:39][O:38][CH2:37][c:31]1[cH:32][cH:33][cH:34][cH:35][cH:36]1. Yields the product CC(O)C(NC(=O)OC(C)(C)C)C(=O)NOCc1ccccc1. Starting materials: C(C)(=O)C1=NN(C=C(C1=O)OC)C=1C=NC=CC1 (3-acetyl-5-methoxy-1-(pyridin-3-yl)pyridazin-4(1H)-one), C(C)#N (acetonitrile), COC(N(C)C)OC (N,N-dimethylformamide dimethyl acetal). Conditions: time 2 hour. Yields the product COC=1C(C(=NN(C1)C=1C=NC=CC1)C1=CC=NN1C)=O (5-methoxy-3-(1-methyl-1H-pyrazol-5-yl)-1-(pyridin-3-yl)pyridazin-4(1H)-one). RXN SMILES: [C:1]([C:4]1[C:9](=[O:10])[C:8]([O:11][CH3:12])=[CH:7][N:6]([C:13]2[CH:14]=[N:15][CH:16]=[CH:17][CH:18]=2)[N:5]=1)(=O)[CH3:2].COC(OC)[N:22]([CH3:24])C.[C:27](#[N:29])C>>[CH3:12][O:11][C:8]1[C:9](=[O:10])[C:4]([C:1]2[N:22]([CH3:24])[N:29]=[CH:27][CH:2]=2)=[N:5][N:6]([C:13]2[CH:14]=[N:15][CH:16]=[CH:17][CH:18]=2)[CH:7]=1. Procedure details: An acetonitrile suspension (7.5 mL) of 3-acetyl-5-methoxy-1-(pyridin-3-yl)pyridazin-4(1H)-one (0.5 g) was stirred at 70° C. for 10 min, and allowed to be cooled to room temperature. Then, N,N-dimethylformamide dimethyl acetal (2.5 mL) was added thereto, and the mixture was stirred at 80° C. for 2 hr. The insoluble material was removed by filtration, and the filtrate was concentrated to dryness under reduced pressure. The residue was dissolved in ethanol (5.4 mL). To the reaction mixture was adde... Starting materials: CS(=O)(=O)Cl (Methanesulfonyl chloride), C(CCC)N (n-butylamine). Run in ClCCl (dichloromethane), C(Cl)(Cl)Cl (chloroform). Run at time 8 hour. Yields the product C(CCC)NS(=O)(=O)C (N-butylmethanesulfonamide). Isolated yield 86.3%. As a reaction SMILES: [CH3:1][S:2](Cl)(=[O:4])=[O:3].[CH2:6]([NH2:10])[CH2:7][CH2:8][CH3:9]>ClCCl.C(Cl)(Cl)Cl>[CH2:6]([NH:10][S:2]([CH3:1])(=[O:4])=[O:3])[CH2:7][CH2:8][CH3:9]. Procedure: Methanesulfonyl chloride (6.76 ml., 87.3 mmole, 1.0 eq.) was dissolved in distilled dichloromethane (44 ml., 0.5M). The solution was cooled in an ice bath and treated dropwise with n-butylamine (17.3 ml., 175 mmole, 2.0 eq.). After the addition was complete, the clear solution was stirred overnight at room temperature. The mixture was diluted with chloroform (200 ml.), dried, washed with 0.5N HCl (2×200 ml.) and saturated NaCl solution (200 ml.), dried (MgSO4) and freed of solvent in vacuo leavi... Reactants: CN1N=CC(=C1NC(C1=CC=CC=C1)(C1=CC=CC=C1)C1=CC=CC=C1)CCNC(OC)=O (methyl N-[2-(1-methyl-5-triphenylmethylaminopyrazol-4-yl)ethyl]carbamate), Cl (hydrochloric acid). Yields the product Cl.Cl.NC1=C(C=NN1C)CCN (2-(5-amino-1-methylpyrazol-4-yl)ethylamine dihydrochloride). As a reaction SMILES: [CH3:1][N:2]1[C:6]([NH:7]C(C2C=CC=CC=2)(C2C=CC=CC=2)C2C=CC=CC=2)=[C:5]([CH2:27][CH2:28][NH:29]C(=O)OC)[CH:4]=[N:3]1.[ClH:34]>>[ClH:34].[ClH:34].[NH2:7][C:6]1[N:2]([CH3:1])[N:3]=[CH:4][C:5]=1[CH2:27][CH2:28][NH2:29] |f:2.3.4|. Reported procedure: A mixture of methyl N-[2-(1-methyl-5-triphenylmethylaminopyrazol-4-yl)ethyl]carbamate (15.3 g, 34.7 mmol) and concentrated hydrochloric acid (80 ml) was stirred under reflux for 13 hours. The reaction mixture was washed with ethyl acetate. The organic layer was separated, and the aqueous layer was concentrated in vacuo. The residue was triturated with diisopropyl ether and dried in vacuo to give 2-(5-amino-1-methylpyrazol-4-yl)ethylamine dihydrochloride (6.1 g) as a colorless solid. Starting materials: CN(C1(CCC(CC1)C=1NC2=CC=CC=C2C1CCC(=O)O)C1=CC=CC=C1)C (3-[2-(4-Dimethylamino-4-phenylcyclohexyl)-1H-indol-3-yl]propionic acid), [Si](C)(C)(C)Cl (Me3SiCl). Run in C(C)(=O)OCC (ethyl acetate). Conditions: time 16 hour. Yields the product Cl.CN(C1(CCC(CC1)C=1NC2=CC=CC=C2C1CCC(=O)O)C1=CC=CC=C1)C (3-(2-(4-(dimethylamino)-4-phenylcyclohexyl)-1H-indol-3-yl)propionic acid hydrochloride). RXN SMILES: [CH3:1][N:2]([CH3:29])[C:3]1([C:23]2[CH:28]=[CH:27][CH:26]=[CH:25][CH:24]=2)[CH2:8][CH2:7][CH:6]([C:9]2[NH:10][C:11]3[C:16]([C:17]=2[CH2:18][CH2:19][C:20]([OH:22])=[O:21])=[CH:15][CH:14]=[CH:13][CH:12]=3)[CH2:5][CH2:4]1.[Si]([Cl:34])(C)(C)C>C(OCC)(=O)C>[ClH:34].[CH3:29][N:2]([CH3:1])[C:3]1([C:23]2[CH:28]=[CH:27][CH:26]=[CH:25][CH:24]=2)[CH2:8][CH2:7][CH:6]([C:9]2[NH:10][C:11]3[C:16]([C:17]=2[CH2:18][CH2:19][C:20]([OH:22])=[O:21])=[CH:15][CH:14]=[CH:13][CH:12]=3)[CH2:5][CH2:4]1 |f:3.4|. Procedure details: 3-[2-(4-Dimethylamino-4-phenylcyclohexyl)-1H-indol-3-yl]propionic acid (more polar diastereomer) (419 mg, 1.08 mmol) was dissolved in ethyl acetate (50 ml). Me3SiCl (276 μl, 1.16 mmol) was added dropwise at RT and the mixture was stirred for 16 h. The solvent was distilled off on a rotary evaporator and Example 153 (458 mg, m.p. 242-245° C., 100%) was obtained as a white solid. The reactants are COC(=O)C(C)C, C1CCOC1, CCCCCC, CSc1nccc(C)n1, CC(C)NC(C)C. Yields the product CSc1nccc(CC(=O)C(C)C)n1. As a reaction SMILES: [C:17]([CH:18]([CH3:19])[CH3:20])(=[O:21])[O:22][CH3:23].[CH2:24]1[O:25][CH2:26][CH2:27][CH2:28]1.[CH3:29][CH2:30][CH2:31][CH2:32][CH2:33][CH3:34].[CH3:8][c:9]1[n:10][c:11]([S:15][CH3:16])[n:12][cH:13][cH:14]1.[CH:1]([NH:2][CH:3]([CH3:4])[CH3:5])([CH3:6])[CH3:7]>>[CH2:8]([c:9]1[n:10][c:11]([S:15][CH3:16])[n:12][cH:13][cH:14]1)[C:17]([CH:18]([CH3:19])[CH3:20])=[O:21].